This data is from the Open Reaction Database (ORD), a public repository of structured organic reaction records. The task is: describe an organic reaction: reactants, conditions, products, and yield Starting materials: B, O=C(O)C1CCN(c2ccc([N+](=O)[O-])cc2)CC1, C1CCOC1, C1CCOC1. The product is O=[N+]([O-])c1ccc(N2CCC(CO)CC2)cc1. RXN SMILES: [BH3:24].[N+:1](=[O:2])([O-:3])[c:4]1[cH:5][cH:6][c:7]([N:10]2[CH2:11][CH2:12][CH:13]([C:16](=[O:17])[OH:18])[CH2:14][CH2:15]2)[cH:8][cH:9]1.[O:19]1[CH2:20][CH2:21][CH2:22][CH2:23]1.[O:25]1[CH2:26][CH2:27][CH2:28][CH2:29]1>>[N+:1](=[O:2])([O-:3])[c:4]1[cH:5][cH:6][c:7]([N:10]2[CH2:11][CH2:12][CH:13]([CH2:16][OH:17])[CH2:14][CH2:15]2)[cH:8][cH:9]1. Reactants: COC1=C(CN(S(=O)(=O)C2=C(C=C(C(=C2)C)O[C@@H]2[C@H](CCCC2)C=2C=NN(C2)COC)F)C2=NC=NC=C2)C=CC(=C1)OC (N-(2,4-dimethoxybenzyl)-2-fluoro-4-({(1S,2R)-2-[1-(methoxymethyl)-1H-pyrazol-4-yl]cyclohexyl}oxy)-5-methyl-N-(pyrimidin-4-yl)benzenesulfonamide), Cl (hydrochloric acid), C(C)[SiH](CC)CC (triethylsilane), FC(C(=O)O)(F)F (trifluoroacetic acid). Solvent: CO (methanol), ClCCl (dichloromethane). The product is FC1=C(C=C(C(=C1)O[C@@H]1[C@H](CCCC1)C=1C=NNC1)C)S(=O)(=O)NC1=NC=NC=C1 (2-Fluoro-5-methyl-4-{[(1S,2R)-2-(1H-pyrazol-4-yl)cyclohexyl]oxy}-N-(pyrimidin-4-yl)benzenesulfonamide). Yield: 99.0%. As a reaction SMILES: COC1C=C(OC)C=CC=1C[N:6]([C:33]1[CH:38]=[CH:37][N:36]=[CH:35][N:34]=1)[S:7]([C:10]1[CH:15]=[C:14]([CH3:16])[C:13]([O:17][C@H:18]2[CH2:23][CH2:22][CH2:21][CH2:20][C@@H:19]2[C:24]2[CH:25]=[N:26][N:27](COC)[CH:28]=2)=[CH:12][C:11]=1[F:32])(=[O:9])=[O:8].C([SiH](CC)CC)C.FC(F)(F)C(O)=O.Cl>CO.ClCCl>[F:32][C:11]1[CH:12]=[C:13]([O:17][C@H:18]2[CH2:23][CH2:22][CH2:21][CH2:20][C@@H:19]2[C:24]2[CH:25]=[N:26][NH:27][CH:28]=2)[C:14]([CH3:16])=[CH:15][C:10]=1[S:7]([NH:6][C:33]1[CH:38]=[CH:37][N:36]=[CH:35][N:34]=1)(=[O:8])=[O:9]. Procedure details: The reaction and aftertreatment were conducted in the same manner as in Example 147e by using the N-(2,4-dimethoxybenzyl)-2-fluoro-4-({(1S,2R)-2-[1-(methoxymethyl)-1H-pyrazol-4-yl]cyclohexyl}oxy)-5-methyl-N-(pyrimidin-4-yl)benzenesulfonamide (61.5 mg, 0.0983 mmol) prepared in Example 172a, triethylsilane (0.079 mL), dichloromethane (1.0 mL), trifluoroacetic acid (1.0 mL), methanol (15 mL) and 6 M hydrochloric acid (5.0 mL), to yield the title compound (42.0 mg, 99%) as a colorless solid.